Dataset: the Open Reaction Database (ORD), a public repository of structured organic reaction records. Task: describe an organic reaction: reactants, conditions, products, and yield Starting materials: OC=1C=C(C=CC1)C12OCC(CC1)(CC2)CC(=O)OC (methyl 2-(1-(3-hydroxyphenyl)-2-oxabicyclo[2.2.2]octan-4-yl)acetate), O1CCCC=C1 (3,4-dihydro-2H-pyran), CC1=CC=C(C=C1)S(=O)(=O)[O-].C1=CC=[NH+]C=C1 (PPTS). Run in C(Cl)Cl (DCM). Conditions: time 4 day. The product is O1C(CCCC1)OC=1C=C(C=CC1)C12OCC(CC1)(CC2)CC(=O)OC (Methyl 2-(1-(3-(tetrahydro-2H-pyran-2-yloxy)phenyl)-2-oxabicyclo[2.2.2]octan-4-yl)acetate). Yield: 76.7%. Reaction SMILES: [OH:1][C:2]1[CH:3]=[C:4]([C:8]23[CH2:15][CH2:14][C:11]([CH2:16][C:17]([O:19][CH3:20])=[O:18])([CH2:12][CH2:13]2)[CH2:10][O:9]3)[CH:5]=[CH:6][CH:7]=1.[O:21]1[CH:26]=[CH:25][CH2:24][CH2:23][CH2:22]1.CC1C=CC(S([O-])(=O)=O)=CC=1.C1C=C[NH+]=CC=1>C(Cl)Cl>[O:21]1[CH2:26][CH2:25][CH2:24][CH2:23][CH:22]1[O:1][C:2]1[CH:3]=[C:4]([C:8]23[CH2:13][CH2:12][C:11]([CH2:16][C:17]([O:19][CH3:20])=[O:18])([CH2:14][CH2:15]2)[CH2:10][O:9]3)[CH:5]=[CH:6][CH:7]=1 |f:2.3|. Reported procedure: A mixture of methyl 2-(1-(3-hydroxyphenyl)-2-oxabicyclo[2.2.2]octan-4-yl)acetate (887 mg, 3.21 mmol), 3,4-dihydro-2H-pyran (0.5 ml, 5.47 mmol), and PPTS (81 mg, 0.321 mmol) in DCM (10 ml) was stirred at rt for 4 days. The reaction was concentrated in vacuo. The crude oil was purified by flash chromatography on SiO2 (0 to 30% EtOAc:hexanes) to afford the title compound (887 mg, 77% yield) as a white solid. LCMS, [M+NH4]+=378.4. 1H NMR (500 MHz, CDCl3) δ 7.21 (t, J=8.0 Hz, 1H), 7.13-7.08 (m, 1H), ... Starting materials: CCOC(=O)/N=N/C(=O)OCC (diethylazod icarboxylate), C1(=CC=CC=C1)P(C1=CC=CC=C1)C1=CC=CC=C1 (triphenylphosphine), CCOC(=O)/N=N/C(=O)OCC (Diethylazodicarboxylate), C(C)(C)C1=NN(C(=C1)C1=CC=C(C=C1)O)C1=CC=C(C=C1)OC (4-[3-Isopropyl-1-(4-methoxyphenyl)-1H-pyrazol-5-yl]-phenol), C(C)(C)(C)OC(=O)NCCO (2-t-butoxycarbonylaminoethanol), C1(=CC=CC=C1)P(C1=CC=CC=C1)C1=CC=CC=C1 (triphenylphosphine). Run in O1CCCC1 (tetrahydrofuran). Conditions: time 7 hour. The product is C(C)(C)C1=NN(C(=C1)C1=CC=C(OCCNC(OC(C)(C)C)=O)C=C1)C1=CC=C(C=C1)OC (tert-Butyl 2-{4-[3-isopropyl-1-(4-methoxyphenyl)-1H-pyrazol-5-yl]-phenoxy}ethylcarbamate). As a reaction SMILES: CCOC(/N=N/C(OCC)=O)=O.[CH:13]([C:16]1[CH:20]=[C:19]([C:21]2[CH:26]=[CH:25][C:24]([OH:27])=[CH:23][CH:22]=2)[N:18]([C:28]2[CH:33]=[CH:32][C:31]([O:34][CH3:35])=[CH:30][CH:29]=2)[N:17]=1)([CH3:15])[CH3:14].[C:36]([O:40][C:41]([NH:43][CH2:44][CH2:45]O)=[O:42])([CH3:39])([CH3:38])[CH3:37].C1(P(C2C=CC=CC=2)C2C=CC=CC=2)C=CC=CC=1>O1CCCC1>[CH:13]([C:16]1[CH:20]=[C:19]([C:21]2[CH:22]=[CH:23][C:24]([O:27][CH2:45][CH2:44][NH:43][C:41](=[O:42])[O:40][C:36]([CH3:39])([CH3:38])[CH3:37])=[CH:25][CH:26]=2)[N:18]([C:28]2[CH:29]=[CH:30][C:31]([O:34][CH3:35])=[CH:32][CH:33]=2)[N:17]=1)([CH3:15])[CH3:14]. Reported procedure: Diethylazodicarboxylate (259 mg) was added to a mixture of 4-[3-isopropyl-1-(4-methoxyphenyl)-1H-pyrazol-5-yl]phenol obtained by Example 1-3 (305 mg), 2-t-butoxycarbonylaminoethanol (479 mg), and triphenylphosphine (390 mg) in tetrahydrofuran (3 ml). After stirring at room temperature for 7 hrs, diethylazod icarboxylate (17 mg) and triphenylphosphine (26 mg) was added to the reaction mixture. Starting materials: CC(=O)O, ClCCl, Oc1ccc2c(c1)CCCC2. Yields the product CC(=O)c1cc2c(cc1O)CCCC2. Reaction SMILES: [CH3:12][C:13]([OH:14])=[O:15].[Cl:16][CH2:17][Cl:18].[cH:1]1[c:2]([OH:11])[cH:3][cH:4][c:5]2[c:10]1[CH2:9][CH2:8][CH2:7][CH2:6]2>>[cH:1]1[c:2]([OH:11])[c:3]([C:13]([CH3:12])=[O:14])[cH:4][c:5]2[c:10]1[CH2:9][CH2:8][CH2:7][CH2:6]2.